This data is from the Open Reaction Database (ORD), a public repository of structured organic reaction records. The task is: describe an organic reaction: reactants, conditions, products, and yield Reactants: CSCCC(NC(=O)OC(C)(C)C)C(=O)O, COCCO[Al+]OCCOC, Cc1ccccc1, [H-], [H-], [Na+]. The product is CSCCC(CO)NC(=O)OC(C)(C)C. RXN SMILES: [C:1]([CH3:2])([CH3:3])([CH3:4])[O:5][C:6](=[O:7])[NH:8][CH:9]([CH2:10][CH2:11][S:12][CH3:13])[C:14](=[O:15])[OH:16].[CH3:18][O:19][CH2:20][CH2:21][O:22][Al+:23][O:24][CH2:25][CH2:26][O:27][CH3:28].[CH3:31][c:32]1[cH:33][cH:34][cH:35][cH:36][cH:37]1.[H-:17].[H-:30].[Na+:29]>>[C:1]([CH3:2])([CH3:3])([CH3:4])[O:5][C:6](=[O:7])[NH:8][CH:9]([CH2:10][CH2:11][S:12][CH3:13])[CH2:14][OH:15]. Product: ON=C1CCOc2c(Br)cc(F)c(F)c21. Starting materials: O=C1CCOc2c(Br)cc(F)c(F)c21, CC(=O)[O-], CCO, CCOC(C)=O, Cl, NO, [Na+]. As a reaction SMILES: [Br:1][c:2]1[cH:3][c:4]([F:14])[c:5]([F:13])[c:6]2[c:11]1[O:10][CH2:9][CH2:8][C:7]2=[O:12].[CH3:19][C:20](=[O:21])[O-:22].[CH3:23][CH2:24][OH:25].[CH3:26][CH2:27][O:28][C:29]([CH3:30])=[O:31].[ClH:15].[NH2:16][OH:17].[Na+:18]>>[Br:1][c:2]1[cH:3][c:4]([F:14])[c:5]([F:13])[c:6]2[c:11]1[O:10][CH2:9][CH2:8][C:7]2=[N:16][OH:17].